From a dataset of the Open Reaction Database (ORD), a public repository of structured organic reaction records. describe an organic reaction: reactants, conditions, products, and yield Starting materials: C(=O)(OC(C)(C)C)NC(N)=NC(=O)OC(C)(C)C (N′,N″-di-BOCguanidine), Cl (HCl). Run in C(Cl)Cl (CH2Cl2), CCO (EtOH). Run at time 3 day. Yields the product Cl.Cl.NC(=N)N.NC(=N)N (bis-guanidine dihydrochloride). Reaction SMILES: C([NH:8][C:9](=[N:11]C(OC(C)(C)C)=O)[NH2:10])(OC(C)(C)C)=O.[ClH:19]>C(Cl)Cl.CCO>[ClH:19].[ClH:19].[NH2:10][C:9]([NH2:11])=[NH:8].[NH2:10][C:9]([NH2:11])=[NH:8] |f:4.5.6.7|. Procedure details: The N′,N″-di-BOCguanidine (0.45 g, 0.60 mmol) was dissolved in CH2Cl2 (10 mL), diluted with dry EtOH (15 mL) and the chilled solution was saturated with dry HCl. The reaction was then kept stirring at room temperature for 3 days (drying tube), when by the product started forming a precipitate over time. After evaporating the solvent to dryness, the residue was washed with ether multiple times and was dried under vacuum at 50-60° C. over night to give whitish yellow solid of the bis-guanidine dih... The reactants are ClC1=C(C(=O)N=C=O)C=CC(=C1)F (2-chloro-4-fluorobenzoyl isocyanate), ClC1=C(C=CC(=C1)C1=NN=NN1)N (2-chloro-4-(1H-tetrazol-5-yl)phenylamine). Run in C(C)#N (acetonitrile). Conditions: temperature 40 celsius, time 60 minute. Product: ClC1=C(C(=O)NC(=O)NC2=C(C=C(C=C2)C2=NN=NN2)Cl)C=CC(=C1)F (1-(2-chloro-4-fluorobenzoyl)-3-[2-chloro-4-(1H-tetrazol-5-yl)phenyl]urea). As a reaction SMILES: [Cl:1][C:2]1[CH:12]=[C:11]([F:13])[CH:10]=[CH:9][C:3]=1[C:4]([N:6]=[C:7]=[O:8])=[O:5].[Cl:14][C:15]1[CH:20]=[C:19]([C:21]2[NH:25][N:24]=[N:23][N:22]=2)[CH:18]=[CH:17][C:16]=1[NH2:26]>C(#N)C>[Cl:1][C:2]1[CH:12]=[C:11]([F:13])[CH:10]=[CH:9][C:3]=1[C:4]([NH:6][C:7]([NH:26][C:16]1[CH:17]=[CH:18][C:19]([C:21]2[NH:25][N:24]=[N:23][N:22]=2)=[CH:20][C:15]=1[Cl:14])=[O:8])=[O:5]. Procedure: The solution of equivalent amounts of 2-chloro-4-fluorobenzoyl isocyanate was added dropwise to the solution of 100 mg of 2-chloro-4-(1H-tetrazol-5-yl)phenylamine in 3 ml of acetonitrile and the mixture was stirred at 40° C. for 60 minutes. The solid formed was filtered off with suction and dried under reduced pressure. Reactants: OC1=C(C(=O)O)C=CC(=C1)[N+](=O)[O-] (2-hydroxy-4-nitrobenzoic acid), CO (methanol). The solvent is S(O)(O)(=O)=O (sulfuric acid). Conditions: time 24 hour. Yields the product OC1=C(C(=O)OC)C=CC(=C1)[N+](=O)[O-] (Methyl 2-hydroxy-4-nitrobenzoate). As a reaction SMILES: [OH:1][C:2]1[CH:10]=[C:9]([N+:11]([O-:13])=[O:12])[CH:8]=[CH:7][C:3]=1[C:4]([OH:6])=[O:5].[CH3:14]O>S(=O)(=O)(O)O>[OH:1][C:2]1[CH:10]=[C:9]([N+:11]([O-:13])=[O:12])[CH:8]=[CH:7][C:3]=1[C:4]([O:6][CH3:14])=[O:5]. Reported procedure: 2-hydroxy-4-nitrobenzoic acid (25 g) was dissolved in 100 ml of methanol and sulfuric acid (11 ml, density 1.84). The solution was boiled for 24 hrs, whereupon it was poured onto ice water and extracted with chloroform. The chloroform phase was shaken against sodium hydrogen carbonate solution, dried with magnesium sulfate and evaporated. The product was crystallized from methanol. Yield: 21 g. Reactants: COC(C)(C)C, COCOc1cc2c(cc1N)CCC2, Cc1csc(S(=O)(=O)Cl)n1, c1ccncc1. The product is COCOc1cc2c(cc1NS(=O)(=O)c1nc(C)cs1)CCC2. Reaction SMILES: [CH3:15][O:16][C:17]([CH3:18])([CH3:19])[CH3:20].[CH3:1][O:2][CH2:3][O:4][c:5]1[c:6]([NH2:14])[cH:7][c:8]2[c:12]([cH:13]1)[CH2:11][CH2:10][CH2:9]2.[CH3:21][c:22]1[n:23][c:24]([S:27](=[O:28])(=[O:29])[Cl:30])[s:25][cH:26]1.[cH:31]1[cH:32][cH:33][n:34][cH:35][cH:36]1>>[CH3:1][O:2][CH2:3][O:4][c:5]1[c:6]([NH:14][S:27]([c:24]2[n:23][c:22]([CH3:21])[cH:26][s:25]2)(=[O:28])=[O:29])[cH:7][c:8]2[c:12]([cH:13]1)[CH2:11][CH2:10][CH2:9]2. Reactants: [Si](C)(C)(C(C)(C)C)O[C@H]1C[C@@H](CC2=CC=C3[C@@H]4CC=C(C(C)(C)OCCC(CC)(O)CC)[C@]4(CC[C@@H]3[C@@]12C)C)O[Si](C)(C)C(C)(C)C (1α,3β-Bis(tert-butyldimethylsilyloxy)-20-(3-ethyl-3-hydroxypentyloxy)-20-methylpregna-5,7,16-triene), O1CCCC1.[F-].C(CCC)[N+](CCCC)(CCCC)CCCC (tetra-n-butylammonium fluoride tetrahydrofuran). Run in O1CCCC1 (tetrahydrofuran). Yields the product O[C@H]1C[C@@H](CC2=CC=C3[C@@H]4CC=C(C(C)(C)OCCC(CC)(O)CC)[C@]4(CC[C@@H]3[C@@]12C)C)O (1α,3β-dihydroxy-20-(3-ethyl-3-hydroxypentyloxy)-20-methylpregna-5,7,16-triene). The yield is 99.9%. As a reaction SMILES: [Si]([O:8][C@@H:9]1[C@@:37]2([CH3:38])[C:13](=[CH:14][CH:15]=[C:16]3[C@@H:36]2[CH2:35][CH2:34][C@@:33]2([CH3:39])[C@H:17]3[CH2:18][CH:19]=[C:20]2[C:21]([O:24][CH2:25][CH2:26][C:27]([CH2:31][CH3:32])([OH:30])[CH2:28][CH3:29])([CH3:23])[CH3:22])[CH2:12][C@@H:11]([O:40][Si](C(C)(C)C)(C)C)[CH2:10]1)(C(C)(C)C)(C)C.O1CCCC1.[F-].C([N+](CCCC)(CCCC)CCCC)CCC>O1CCCC1>[OH:8][C@@H:9]1[C@@:37]2([CH3:38])[C:13](=[CH:14][CH:15]=[C:16]3[C@@H:36]2[CH2:35][CH2:34][C@@:33]2([CH3:39])[C@H:17]3[CH2:18][CH:19]=[C:20]2[C:21]([O:24][CH2:25][CH2:26][C:27]([CH2:28][CH3:29])([OH:30])[CH2:31][CH3:32])([CH3:23])[CH3:22])[CH2:12][C@@H:11]([OH:40])[CH2:10]1 |f:1.2.3|. Procedure: 1α,3β-Bis(tert-butyldimethylsilyloxy)-20-(3-ethyl-3-hydroxypentyloxy)-20-methylpregna-5,7,16-triene (85 mg, 0.12 mmol), a 1M tetra-n-butylammonium fluoride tetrahydrofuran solution (1.2 ml) and tetrahydrofuran (4.6 ml) were subjected to reaction using a procedure similar to that of Example 5(2) (3 hours), worked up and purified by preparative thin layer chromatography (3 sheets (each 0.5 mm thickness), ethyl acetate:dichloromethane=4:1) to give the titled compound (55 mg, 100%) as a colorless oi... The reactants are [N+](=O)([O-])C1=C(C#N)C=CC(=C1)C1=CC=NN1C1OCCCC1 (2-nitro-4-(1-(tetrahydro-2H-pyran-2-yl)-1H-pyrazol-5-yl)-benzonitrile), Cl (HCl), O (water), [OH-].[Na+] (NaOH). Run in CCO (EtOH). Run at time 1.5 hour. Product: [N+](=O)([O-])C1=C(C#N)C=CC(=C1)C1=CC=NN1 (2-nitro-4-(1H-pyrazol-5-yl)benzonitrile). Yield: 92.6%. Reaction SMILES: [N+:1]([C:4]1[CH:11]=[C:10]([C:12]2[N:16](C3CCCCO3)[N:15]=[CH:14][CH:13]=2)[CH:9]=[CH:8][C:5]=1[C:6]#[N:7])([O-:3])=[O:2].Cl.O.[OH-].[Na+]>CCO>[N+:1]([C:4]1[CH:11]=[C:10]([C:12]2[NH:16][N:15]=[CH:14][CH:13]=2)[CH:9]=[CH:8][C:5]=1[C:6]#[N:7])([O-:3])=[O:2] |f:3.4|. Reported procedure: To a solution of 2-nitro-4-(1-(tetrahydro-2H-pyran-2-yl)-1H-pyrazol-5-yl)-benzonitrile (17.7 g, 59 mmol) in EtOH (440 ml) was added 44 ml of concentrated HCl. The reaction mixture was stirred at RT for 1.5 h. The mixture was poured into water (1 l), and 2 M NaOH-solution was added until pH was 12. Thus resulting precipitate was filtered, washed with water and dried to give 11.7 g (92%) of the title compound. 1H-NMR (400 MHz; d6-DMSO): δ 7.09 (d, 1H), 7.91 (d, 1H), 8.20 (d, 1H), 8.37 (dd, 1H), 8.... Reactants: COC1=C(C(=O)O)C=CC(=C1)S(=O)(=O)Cl (2-methoxy-4-chlorosulfonyl-benzoic acid), CNC (dimethylamine), NC1=NC=NC=C1N (4,5-diamino-pyrimidine). Product: Cl.COC1=C(C=CC(=C1)S(=O)(=O)N(C)C)C1=NC2=NC=NC=C2N1 (8-(2'-Methoxy-4'-dimethylaminosulfonyl-phenyl)-purine hydrochloride). As a reaction SMILES: [CH3:1][O:2][C:3]1[CH:11]=[C:10]([S:12]([Cl:15])(=[O:14])=[O:13])[CH:9]=[CH:8][C:4]=1[C:5](O)=O.[CH3:16][NH:17][CH3:18].[NH2:19][C:20]1[C:25]([NH2:26])=[CH:24][N:23]=[CH:22][N:21]=1>>[ClH:15].[CH3:1][O:2][C:3]1[CH:11]=[C:10]([S:12]([N:17]([CH3:18])[CH3:16])(=[O:14])=[O:13])[CH:9]=[CH:8][C:4]=1[C:5]1[NH:26][C:25]2[C:20](=[N:21][CH:22]=[N:23][CH:24]=2)[N:19]=1 |f:3.4|. Procedure: Prepared analogously to Example 51 from 2-methoxy-4-chlorosulfonyl-benzoic acid, aqueous dimethylamine solution, and 4,5-diamino-pyrimidine. The hydrochloride was recrystallized from ethanol/water (4:1). Starting materials: CC1C(=NNC(S1)=O)C=1C=C2C(C(NC2=CC1)=O)(C)C (1,3-dihydro-5-(3,6-dihydro-6-methyl-2-oxo-2H-1,3,4-thiadiazin-5-yl)-3,3 dimethyl-2H-indol-2-one), COC=1C=C(C(=O)Cl)C=CC1OC (3,4-dimethoxy benzoyl chloride). Product: CC1C(=NNC(S1)=O)C=1C=C2C(C(N(C2=CC1)C(C1=CC(=C(C=C1)OC)OC)=O)=O)(C)C (1,3 Dihydro-5-(3,6-dihydro-6-methyl-2-oxo-2H-1,3,4-thiadiazin-5-yl)-1-(3,4 dimethoxybenzoyl)-3,3-dimethyl-2H-indol-2-one). Isolated yield 19.0%. As a reaction SMILES: [CH3:1][CH:2]1[S:7][C:6](=[O:8])[NH:5][N:4]=[C:3]1[C:9]1[CH:10]=[C:11]2[C:15](=[CH:16][CH:17]=1)[NH:14][C:13](=[O:18])[C:12]2([CH3:20])[CH3:19].[CH3:21][O:22][C:23]1[CH:24]=[C:25]([CH:29]=[CH:30][C:31]=1[O:32][CH3:33])[C:26](Cl)=[O:27]>>[CH3:1][CH:2]1[S:7][C:6](=[O:8])[NH:5][N:4]=[C:3]1[C:9]1[CH:10]=[C:11]2[C:15](=[CH:16][CH:17]=1)[N:14]([C:26](=[O:27])[C:25]1[CH:29]=[CH:30][C:31]([O:32][CH3:33])=[C:23]([O:22][CH3:21])[CH:24]=1)[C:13](=[O:18])[C:12]2([CH3:19])[CH3:20]. Procedure details: Starting from 1,3-dihydro-5-(3,6-dihydro-6-methyl-2-oxo-2H-1,3,4-thiadiazin-5-yl)-3,3 dimethyl-2H-indol-2-one (Example 3) and following the method described in Example 23, but using 3,4-dimethoxy benzoyl chloride instead of isonicotinoyl chloride, afforded the desired compound. Reactants: CCCCOC(=O)c1nc(N2CCC(NC(=O)OCc3ccccc3)C(OC)C2)oc1C(C)C, CO. Product: CCCCOC(=O)c1nc(N2CCC(N)C(OC)C2)oc1C(C)C. RXN SMILES: [CH2:1]([O:2][C:3](=[O:4])[NH:11][CH:12]1[CH:13]([O:33][CH3:34])[CH2:14][N:15]([c:18]2[o:19][c:20]([CH:30]([CH3:31])[CH3:32])[c:21]([C:23](=[O:24])[O:25][CH2:26][CH2:27][CH2:28][CH3:29])[n:22]2)[CH2:16][CH2:17]1)[c:5]1[cH:6][cH:7][cH:8][cH:9][cH:10]1.[CH3:35][OH:36]>>[NH2:11][CH:12]1[CH:13]([O:33][CH3:34])[CH2:14][N:15]([c:18]2[o:19][c:20]([CH:30]([CH3:31])[CH3:32])[c:21]([C:23](=[O:24])[O:25][CH2:26][CH2:27][CH2:28][CH3:29])[n:22]2)[CH2:16][CH2:17]1.